From a dataset of the Open Reaction Database (ORD), a public repository of structured organic reaction records. describe an organic reaction: reactants, conditions, products, and yield Reactants: CC(Cl)c1cccnc1, N#Cc1cccc(C2CCCNC2)c1. The reagents and catalysts are O=C([O-])[O-].[Cs+].[Cs+] (cesium carbonate), [I-].[K+] (potassium iodide). Run in CN(C)C=O (DMF), CN(C)C=O (dmf), CN(C)C=O (DMF). Reaction conditions: temperature 70 celsius, time 16 hour. The product is CC(c1cccnc1)N1CCCC(c2cccc(C#N)c2)C1.